Dataset: the Open Reaction Database (ORD), a public repository of structured organic reaction records. Task: describe an organic reaction: reactants, conditions, products, and yield Reactants: COC1=C(C=CC=C1)N1CCNCC1 (1-(2-methoxyphenyl)piperazine), C1(=C(C=CC=C1)CN1CCN(CC1)C1=CC=CC=C1)C1=CC=CC=C1 (1-(biphenyl-2-ylmethyl)-4-phenylpiperazine), ClC1=CC=C(C=C1)C=1C(=CC=CC1)C=O (4′-chlorobiphenyl-2-carbaldehyde), [BH-](OC(=O)C)(OC(=O)C)OC(=O)C.[Na+] (NaBH(OAc)3). Yields the product ClC1=CC=C(C=C1)C1=C(C=CC=C1)CN1CCN(CC1)C1=C(C=CC=C1)OC (1-(4′-chlorobiphenyl-2-ylmethyl)-4-(2-methoxyphenyl)piperazine). Reaction SMILES: [CH3:1][O:2][C:3]1[CH:8]=[CH:7][CH:6]=[CH:5][C:4]=1[N:9]1[CH2:14][CH2:13][NH:12][CH2:11][CH2:10]1.[Cl:15][C:16]1[CH:21]=[CH:20][C:19]([C:22]2[C:23]([CH:28]=O)=[CH:24][CH:25]=[CH:26][CH:27]=2)=[CH:18][CH:17]=1.[BH-](OC(C)=O)(OC(C)=O)OC(C)=O.[Na+].C1(C2C=CC=CC=2)C=CC=CC=1CN1CCN(C2C=CC=CC=2)CC1>>[Cl:15][C:16]1[CH:17]=[CH:18][C:19]([C:22]2[CH:27]=[CH:26][CH:25]=[CH:24][C:23]=2[CH2:28][N:12]2[CH2:13][CH2:14][N:9]([C:4]3[CH:5]=[CH:6][CH:7]=[CH:8][C:3]=3[O:2][CH3:1])[CH2:10][CH2:11]2)=[CH:20][CH:21]=1 |f:2.3|. Procedure: 215 mg of the target compound (0.55 mmol, 42.4%) was obtained using 1-(2-methoxyphenyl)piperazine (497 mg, 2.58 mmol), 4′-chlorobiphenyl-2-carbaldehyde (280 mg, 1.29 mmol) and NaBH(OAc)3 (832 mg, 3.87 mmol) according to the synthesis method of Compound 1. Yields the product C1CCSC([C@@H](OCC2=CC=CC=C2)[C@@H](OCC2=CC=CC=C2)CCOC(C)=O)S1 (5-O-acetyl-2,3-di-O-benzyl-4-deoxy-L-erythro-pentose trimethylene dithioacetal). Reactants: C1CCSC([C@@H](OCC2=CC=CC=C2)[C@@H](OCC2=CC=CC=C2)CCO)S1 (2,3-di-O-benzyl-4-deoxy-L-erythro-pentose trimethylene dithioacetal), C(C)(=O)OC(C)=O (acetic anhydride). As a reaction SMILES: [CH2:1]1[S:27][CH:5]([C@H:6]([C@H:15]([CH2:24][CH2:25][OH:26])[O:16][CH2:17][C:18]2[CH:23]=[CH:22][CH:21]=[CH:20][CH:19]=2)[O:7][CH2:8][C:9]2[CH:14]=[CH:13][CH:12]=[CH:11][CH:10]=2)[S:4][CH2:3][CH2:2]1.[C:28](OC(=O)C)(=[O:30])[CH3:29]>>[CH2:3]1[S:4][CH:5]([C@H:6]([C@H:15]([CH2:24][CH2:25][O:26][C:28](=[O:30])[CH3:29])[O:16][CH2:17][C:18]2[CH:23]=[CH:22][CH:21]=[CH:20][CH:19]=2)[O:7][CH2:8][C:9]2[CH:14]=[CH:13][CH:12]=[CH:11][CH:10]=2)[S:27][CH2:1][CH2:2]1. Procedure details: Step (4'): The primary hydroxyl group of Compound 68 is acetylated with acetic anhydride to produce 5-O-acetyl-2,3-di-O-benzyl-4-deoxy-L-erythro-pentose trimethylene dithioacetal [Compound 69] of the formula ##STR109## Starting materials: B.CSC (borane dimethylsulfide), BrC1=C(OCC(=O)N)C(=CC=C1)Br (2-(2,6-dibromo-phenoxy)acetamide), Cl (hydrogen chloride). Run in O1CCCC1 (tetrahydrofuran). Reaction conditions: time 3 hour. The product is Cl.BrC1=C(OCCN)C(=CC=C1)Br (2-(2,6-dibromo-phenoxy)ethylamine, hydrochloride salt). The yield is 72.9%. Reaction SMILES: [Br:1][C:2]1[CH:12]=[CH:11][CH:10]=[C:9]([Br:13])[C:3]=1[O:4][CH2:5][C:6]([NH2:8])=O.B.CSC.[ClH:18]>O1CCCC1>[ClH:18].[Br:1][C:2]1[CH:12]=[CH:11][CH:10]=[C:9]([Br:13])[C:3]=1[O:4][CH2:5][CH2:6][NH2:8] |f:1.2,5.6|. Procedure details: A solution of 2-(2,6-dibromo-phenoxy)acetamide (9.3 g, 0.03 mol) in tetrahydrofuran (100 mL) was heated to reflux and borane-dimethylsulfide (4.5 mL, 0.045 mL) was added in drops over a period of 15 min. After 3 h, 20 mL of ethanolic hydrogen chloride (2M, 0.4 mol) was added. The solution was refluxed for 30 min. Upon cooling to ambient temperature a white solid precipitated which was filtered and washed with diethyl ether (20 mL) to give 2-(2,6-dibromo-phenoxy)ethylamine, hydrochloride salt (7.... The reactants are BrC=1C=NC2=CC=C(C=C2C1)CC1=NN=C2N1N=CC=N2 (3-bromo-6-[1,2,4]triazolo[4,3-b][1,2,4]triazin-3-ylmethyl-quinoline), CN1N=CC(=C1)B1OC(C)(C)C(C)(C)O1 (1-methyl-4-pyrazoleboronic acid pinacol ester), C([O-])([O-])=O.[K+].[K+] (potassium carbonate), O1CCOCC1 (1,4-dioxane). Run in O (water). Conditions: temperature 135 celsius. Yields the product CN1N=CC(=C1)C=1C=NC2=CC=C(C=C2C1)CC1=NN=C2N1N=CC=N2 (3-(1-Methyl-1H-pyrazol-4-yl)-6-[1,2,4]triazolo[4,3-b][1,2,4]triazin-3-ylmethyl-quinoline). Reaction SMILES: Br[C:2]1[CH:3]=[N:4][C:5]2[C:10]([CH:11]=1)=[CH:9][C:8]([CH2:12][C:13]1[N:17]3[N:18]=[CH:19][CH:20]=[N:21][C:16]3=[N:15][N:14]=1)=[CH:7][CH:6]=2.[CH3:22][N:23]1[CH:27]=[C:26](B2OC(C)(C)C(C)(C)O2)[CH:25]=[N:24]1.C(=O)([O-])[O-].[K+].[K+].O1CCOCC1>O>[CH3:22][N:23]1[CH:27]=[C:26]([C:2]2[CH:3]=[N:4][C:5]3[C:10]([CH:11]=2)=[CH:9][C:8]([CH2:12][C:13]2[N:17]4[N:18]=[CH:19][CH:20]=[N:21][C:16]4=[N:15][N:14]=2)=[CH:7][CH:6]=3)[CH:25]=[N:24]1 |f:2.3.4|. Reported procedure: A mixture of 3-bromo-6-[1,2,4]triazolo[4,3-b][1,2,4]triazin-3-ylmethyl-quinoline (69 mg, 0.204 mmol), 1-methyl-4-pyrazoleboronic acid pinacol ester (51 mg, 0.25 mmol), potassium carbonate (56 mg. 0.41 mml), 1,4-dioxane (2 mL) and water (1 mL) was bubbled nitrogen gas through for 10 minutes. After such time dichlorobis(triphenylphosphine)palladium (8 mg, 5 mol %) was added, the vial sealed and heated in a microwave for 1500 seconds at 135° C. The mixture was diluted with dichloromethane and brine... The reactants are C(C1=CC=CC=C1)OC=1C=C2C=C(N(C2=CC1)C)C(=O)N1CCN(CC1)C1=C(C=CC=C1)C(C)(C)C (5-(Benzyloxy)-2-{[4-(2-tert-butylphenyl)piperazin-1-yl]carbonyl}-1-methyl-1H-indole), CO (methanol). Reagents/catalysts: [C].[Pd] (palladium carbon). The solvent is O1CCCC1 (tetrahydrofuran). The product is C(C)(C)(C)C1=C(C=CC=C1)N1CCN(CC1)C(=O)C=1N(C2=CC=C(C=C2C1)O)C (2-{[4-(2-tert-Butylphenyl)piperazin-1-yl]carbonyl}-1-methyl-1H-indol-5-ol). Isolated yield 80.0%. As a reaction SMILES: C([O:8][C:9]1[CH:10]=[C:11]2[C:15](=[CH:16][CH:17]=1)[N:14]([CH3:18])[C:13]([C:19]([N:21]1[CH2:26][CH2:25][N:24]([C:27]3[CH:32]=[CH:31][CH:30]=[CH:29][C:28]=3[C:33]([CH3:36])([CH3:35])[CH3:34])[CH2:23][CH2:22]1)=[O:20])=[CH:12]2)C1C=CC=CC=1.CO>[C].[Pd].O1CCCC1>[C:33]([C:28]1[CH:29]=[CH:30][CH:31]=[CH:32][C:27]=1[N:24]1[CH2:23][CH2:22][N:21]([C:19]([C:13]2[N:14]([CH3:18])[C:15]3[C:11]([CH:12]=2)=[CH:10][C:9]([OH:8])=[CH:17][CH:16]=3)=[O:20])[CH2:26][CH2:25]1)([CH3:36])([CH3:34])[CH3:35] |f:2.3|. Procedure details: A mixture of 5-(benzyloxy)-2-{[4-(2-tert-butylphenyl)piperazin-1-yl]carbonyl}-1-methyl-1H-indole obtained in Example 26 (830 mg), palladium carbon (contains 50% H2O, 100 mg), methanol (100 mL), and tetrahydrofuran (50 mL) was stirred at room temperature under hydrogen atmosphere (5 atm). The mixture was filtered and evaporated under reduced pressure to provide the title compound (540 mg, 80%) as a solid. Starting materials: CCC(NC(=O)OC(C)(C)C)C(=O)NCCCc1cc2cc(C(=O)OC)ccc2[nH]1, CO, Cl, [Na+], C1CCOC1, [OH-]. The product is CCC(NC(=O)OC(C)(C)C)C(=O)NCCCc1cc2cc(C(=O)O)ccc2[nH]1. As a reaction SMILES: [C:1]([CH3:2])([CH3:3])([CH3:4])[O:5][C:6](=[O:7])[NH:8][CH:9]([C:10](=[O:11])[NH:12][CH2:13][CH2:14][CH2:15][c:16]1[nH:17][c:18]2[cH:19][cH:20][c:21]([C:25](=[O:26])[O:27][CH3:28])[cH:22][c:23]2[cH:24]1)[CH2:29][CH3:30].[CH3:39][OH:40].[ClH:38].[Na+:37].[O:31]1[CH2:32][CH2:33][CH2:34][CH2:35]1.[OH-:36]>>[C:1]([CH3:2])([CH3:3])([CH3:4])[O:5][C:6](=[O:7])[NH:8][CH:9]([C:10](=[O:11])[NH:12][CH2:13][CH2:14][CH2:15][c:16]1[nH:17][c:18]2[cH:19][cH:20][c:21]([C:25](=[O:26])[OH:27])[cH:22][c:23]2[cH:24]1)[CH2:29][CH3:30].